This data is from the Open Reaction Database (ORD), a public repository of structured organic reaction records. The task is: describe an organic reaction: reactants, conditions, products, and yield Reactants: [Br-], [Br-], [Br-], Br, CC(=O)O, COc1ccc(Cl)cc1Nc1nc(C)c(C(C)=O)s1, c1cc[nH+]cc1, c1cc[nH+]cc1, c1cc[nH+]cc1. The product is COc1ccc(Cl)cc1Nc1nc(C)c(C(=O)CBr)s1. RXN SMILES: [Br-:20].[Br-:21].[Br-:22].[BrH:41].[C:42]([OH:43])(=[O:44])[CH3:45].[Cl:1][c:2]1[cH:3][cH:4][c:5]([O:18][CH3:19])[c:6]([NH:8][c:9]2[s:10][c:11]([C:15]([CH3:16])=[O:17])[c:12]([CH3:14])[n:13]2)[cH:7]1.[nH+:23]1[cH:24][cH:25][cH:26][cH:27][cH:28]1.[nH+:29]1[cH:30][cH:31][cH:32][cH:33][cH:34]1.[nH+:35]1[cH:36][cH:37][cH:38][cH:39][cH:40]1>>[Cl:1][c:2]1[cH:3][cH:4][c:5]([O:18][CH3:19])[c:6]([NH:8][c:9]2[s:10][c:11]([C:15]([CH2:16][Br:20])=[O:17])[c:12]([CH3:14])[n:13]2)[cH:7]1. The reactants are CO, COC(=O)c1ccc2c(C3CCCCC3)c3n(c2c1)CCSc1ccccc1-3, Cl, [Na+], C1CCOC1, [OH-], O. Product: O=C(O)c1ccc2c(C3CCCCC3)c3n(c2c1)CCSc1ccccc1-3. Reaction SMILES: [CH3:38][OH:39].[CH:1]1([c:7]2[c:8]3[c:9]([n:10]4[c:16]2-[c:15]2[c:14]([cH:20][cH:19][cH:18][cH:17]2)[S:13][CH2:12][CH2:11]4)[cH:21][c:22]([C:25](=[O:26])[O:27][CH3:28])[cH:23][cH:24]3)[CH2:2][CH2:3][CH2:4][CH2:5][CH2:6]1.[ClH:31].[Na+:30].[O:33]1[CH2:34][CH2:35][CH2:36][CH2:37]1.[OH-:29].[OH2:32]>>[CH:1]1([c:7]2[c:8]3[c:9]([n:10]4[c:16]2-[c:15]2[c:14]([cH:20][cH:19][cH:18][cH:17]2)[S:13][CH2:12][CH2:11]4)[cH:21][c:22]([C:25](=[O:26])[OH:27])[cH:23][cH:24]3)[CH2:2][CH2:3][CH2:4][CH2:5][CH2:6]1. Reactants: C[C@@H]1CNCC[C@H]1OC(C(C)(C)C)=O (trans-2,2-dimethyl-propionic acid 3-methyl-piperidin-4-yl ester), C1=CC=C(C=C1)C(=O)O[C@H]([C@H](C(=O)O)OC(=O)C2=CC=CC=C2)C(=O)O (L-(−)-0,0′-Dibenzoyl tartaric acid). Solvent: CCOC(=O)C (EtOAc), CCOC(=O)C (EtOAc). The product is C[C@H]1CNCC[C@@H]1OC(C(C)(C)C)=O (2,2-Dimethyl-propionic acid (3S,4S)-3-methyl-piperidin-4-yl ester). As a reaction SMILES: [CH3:1][C@H:2]1[C@H:7]([O:8][C:9](=[O:14])[C:10]([CH3:13])([CH3:12])[CH3:11])[CH2:6][CH2:5][NH:4][CH2:3]1.C1C=CC(C(O[C@@H](C(O)=O)[C@@H](OC(C2C=CC=CC=2)=O)C(O)=O)=O)=CC=1>CCOC(C)=O>[CH3:1][C@@H:2]1[C@@H:7]([O:8][C:9](=[O:14])[C:10]([CH3:13])([CH3:12])[CH3:11])[CH2:6][CH2:5][NH:4][CH2:3]1. Procedure details: Racemic 19 (62.7 g, 314.4 mmol) is dissolved in EtOAc (300 ml) and a solution of L-(−)-0,0′-Dibenzoyl tartaric acid (56.3 g, 157.2 mmol) in EtOAc (450 ml) is added. The formed solid is filtered off, washed with cold EtOAc and dried. It is then re-crystallized from hot methanol (400 ml). The crystals are collected and the free base is liberated by treatment with 1N-NaOH and extraction with ether. Starting materials: FC=1C=C(C[C@H]2N(CCC2)C[C@H](CO[C@H](C)C2=C(C=CC=C2)/C=C/C(=O)OC)O)C=CC1C (methyl (2E)-3-{2-[(1R)-1-({(2R)-3-[(2S)-2-(3-fluoro-4-methylbenzyl)pyrrolidin-1-yl]-2-hydroxypropyl}oxy)ethyl]phenyl}prop-2-enoate), Example 1 ( 1f ). The reagents and catalysts are [C].[Pd] (palladium-carbon). Run in C(C)O (ethanol). Reaction conditions: time 3 hour. The product is FC=1C=C(C[C@H]2N(CCC2)C[C@H](CO[C@H](C)C2=C(C=CC=C2)CCC(=O)OC)O)C=CC1C (Methyl 3-{2-[(1R)-1-({(2R)-3-[(2S)-2-(3-fluoro-4-methylbenzyl)pyrrolidin-1-yl]-2-hydroxypropyl}oxy)ethyl]phenyl}propanoate). Yield: 90.0%. RXN SMILES: [F:1][C:2]1[CH:3]=[C:4]([CH:30]=[CH:31][C:32]=1[CH3:33])[CH2:5][C@@H:6]1[CH2:10][CH2:9][CH2:8][N:7]1[CH2:11][C@@H:12]([OH:29])[CH2:13][O:14][C@@H:15]([C:17]1[CH:22]=[CH:21][CH:20]=[CH:19][C:18]=1/[CH:23]=[CH:24]/[C:25]([O:27][CH3:28])=[O:26])[CH3:16]>C(O)C.[C].[Pd]>[F:1][C:2]1[CH:3]=[C:4]([CH:30]=[CH:31][C:32]=1[CH3:33])[CH2:5][C@@H:6]1[CH2:10][CH2:9][CH2:8][N:7]1[CH2:11][C@@H:12]([OH:29])[CH2:13][O:14][C@@H:15]([C:17]1[CH:22]=[CH:21][CH:20]=[CH:19][C:18]=1[CH2:23][CH2:24][C:25]([O:27][CH3:28])=[O:26])[CH3:16] |f:2.3|. Procedure details: A solution of methyl (2E)-3-{2-[(1R)-1-({(2R)-3-[(2S)-2-(3-fluoro-4-methylbenzyl)pyrrolidin-1-yl]-2-hydroxypropyl}oxy)ethyl]phenyl}prop-2-enoate (127 mg, 0.28 mmol), which had been obtained in Example 1 (1f), in ethanol (2.8 mL) was added with 10% palladium-carbon (wet, 50 wt %, 63 mg), and hydrogenated under atmospheric pressure for 3 hours. The reaction solution was filtered through Celite and washed with ethanol. The solvent was distilled off under reduced pressure to give the title compound ... The reactants are P(=O)([O-])([O-])[O-] (phosphate), N[C@@H](CC1=CNC2=CC=CC=C12)C(=O)O (L-tryptophan), pyridoxalphosphoric acid, reaction solution. The product is N1C=CC2=CC=CC=C12 (indole). Reaction SMILES: P([O-])([O-])([O-])=O.N[C@H](C(O)=O)C[C:9]1[C:17]2[C:12](=[CH:13][CH:14]=[CH:15][CH:16]=2)[NH:11][CH:10]=1>>[NH:11]1[C:12]2[C:17](=[CH:16][CH:15]=[CH:14][CH:13]=2)[CH:9]=[CH:10]1. Procedure: 0.1 ml of the aforesaid treated cell suspension was added to 25 ml of a reaction solution which contained per ml thereof, 100μmole of phosphate buffer (pH 8.0), 5 μmole of L-tryptophan and 0.04μmole of pyridoxalphosphoric acid, and reacted at 37° C. for 15 minutes. The amount of indole formed was determined by a conventional method [O. H. Smith and C. Janofsky: "Methods in Enzymology", Academic, New York, (1962, vol. 5, pages 794-806)]. Reactants: C(=S)=S (carbon disulfide), C1N[C@H](CC=2C3=CC=CC=C3NC12)C(=O)O ((3R)-1,2,3,4-tetrahydro-β-carboline-3-carboxylic acid), [OH-].[K+] (KOH), C(C1=CC=CO1)Cl (furfuryl chloride), C(C1=CC=CO1)O (furfuryl alcohol), S(=O)(Cl)Cl (thionyl chloride). Solvent: C(C)O (ethanol), N1=CC=CC=C1 (pyridine). The product is C(C1=CC=CO1)SC(=S)N1CC=2NC3=CC=CC=C3C2C[C@@H]1C(=O)O ((3R)-2-[(Furfurylthio)thiocarbonyl]-1,2,3,4-tetrahydro-β-carboline-3-carboxylic acid). Reaction SMILES: [CH2:1]1[C:13]2[NH:12][C:11]3[C:6](=[CH:7][CH:8]=[CH:9][CH:10]=3)[C:5]=2[CH2:4][C@H:3]([C:14]([OH:16])=[O:15])[NH:2]1.[OH-].[K+].[CH2:19](Cl)[C:20]1[O:24][CH:23]=[CH:22][CH:21]=1.C(O)C1OC=CC=1.S(Cl)(Cl)=O.[C:37](=[S:39])=[S:38]>N1C=CC=CC=1.C(O)C>[CH2:19]([S:39][C:37]([N:2]1[C@@H:3]([C:14]([OH:16])=[O:15])[CH2:4][C:5]2[C:6]3[C:11](=[CH:10][CH:9]=[CH:8][CH:7]=3)[NH:12][C:13]=2[CH2:1]1)=[S:38])[C:20]1[O:24][CH:23]=[CH:22][CH:21]=1 |f:1.2|. Procedure details: In the same manner as descsribed in Example 32, (3R)-1,2,3,4-tetrahydro-β-carboline-3-carboxylic acid (8.65 g), KOH (4.67 g), carbon disulfide (2.43 ml), 75% ethanol (120 ml) and furfuryl chloride which is prepared from furfuryl alcohol (9.24 g), thionyl chloride (12.34 g) and pyridine (8.94 g) are reacted and treated to give the title compound (2.31 g) as pale yellow powder. Starting materials: C, Cn1c(C(F)(F)F)cc(=O)n(-c2cc(Oc3ncncc3OCc3ccccc3)c(Cl)cc2F)c1=O, CCOC(C)=O, [Pd]. Yields the product Cn1c(C(F)(F)F)cc(=O)n(-c2cc(Oc3ncncc3O)c(Cl)cc2F)c1=O. RXN SMILES: [C:37].[CH2:1]([c:2]1[cH:3][cH:4][cH:5][cH:6][cH:7]1)[O:8][c:9]1[c:10]([O:15][c:16]2[c:17]([Cl:36])[cH:18][c:19]([F:35])[c:20](-[n:22]3[c:23](=[O:34])[n:24]([CH3:33])[c:25]([C:29]([F:30])([F:31])[F:32])[cH:26][c:27]3=[O:28])[cH:21]2)[n:11][cH:12][n:13][cH:14]1.[CH3:39][CH2:40][O:41][C:42](=[O:43])[CH3:44].[Pd:38]>>[OH:8][c:9]1[c:10]([O:15][c:16]2[c:17]([Cl:36])[cH:18][c:19]([F:35])[c:20](-[n:22]3[c:23](=[O:34])[n:24]([CH3:33])[c:25]([C:29]([F:30])([F:31])[F:32])[cH:26][c:27]3=[O:28])[cH:21]2)[n:11][cH:12][n:13][cH:14]1.